describe an organic reaction: reactants, conditions, products, and yield From a dataset of the Open Reaction Database (ORD), a public repository of structured organic reaction records. Starting materials: C1(CCCCC1)C=1C=2C=CC(=CC2N2C1C1=C(CNC(C2)=O)C=C(C=C1)F)C(=O)OC (methyl 14-cyclohexyl-3-fluoro-7-oxo-5,6,7,8-tetrahydroindolo[2,1-a][2,5]benzodiazocine-11-carboxylate), B.C1CCOC1 (BH3.THF), solution, Cl (HCl). Solvent: C1CCOC1 (THF), CCOC(=O)C (EtOAc), CO (MeOH), CO (MeOH). Run at time 2 hour. Product: C1(CCCCC1)C=1C=2C=CC(=CC2N2C1C1=C(CNCC2)C=C(C=C1)F)C(=O)OC (methyl 14-cyclohexyl-3-fluoro-5,6,7,8-tetrahydroindolo[2,1-a][2,5]benzodiazocine-11-carboxylate). Reaction SMILES: [CH:1]1([C:7]2[C:8]3[CH:9]=[CH:10][C:11]([C:28]([O:30][CH3:31])=[O:29])=[CH:12][C:13]=3[N:14]3[CH2:21][C:20](=O)[NH:19][CH2:18][C:17]4[CH:23]=[C:24]([F:27])[CH:25]=[CH:26][C:16]=4[C:15]=23)[CH2:6][CH2:5][CH2:4][CH2:3][CH2:2]1.B.C1COCC1.Cl>C1COCC1.CO.CCOC(C)=O>[CH:1]1([C:7]2[C:8]3[CH:9]=[CH:10][C:11]([C:28]([O:30][CH3:31])=[O:29])=[CH:12][C:13]=3[N:14]3[CH2:21][CH2:20][NH:19][CH2:18][C:17]4[CH:23]=[C:24]([F:27])[CH:25]=[CH:26][C:16]=4[C:15]=23)[CH2:2][CH2:3][CH2:4][CH2:5][CH2:6]1 |f:1.2|. Procedure details: To a solution of methyl 14-cyclohexyl-3-fluoro-7-oxo-5,6,7,8-tetrahydroindolo[2,1-a][2,5]benzodiazocine-11-carboxylate (from Step 4) in THF (0.02 M), BH3.THF (5 eq, 1 M solution in THF) was added and the solution stirred at RT for 2 h. MeOH (0.02 M) and a 1.25 M solution HCl in MeOH (0.24 M) were added carefully and left overnight to stir at RT before reducing the volume of the volatiles in vacuo and diluting with EtOAc. The organic phase was washed with aqueous NaHCO3 solution and brine, before... The reactants are C(C(=O)C1=CC=CC=C1)C1C(CCCC1)=O (2-phenacylcyclohexanone), NC1=CC=C(C(=O)O)C=C1 (p-aminobenzoic acid), pale yellow crystals. The solvent is C(C)(=O)O (acetic acid). The product is C(=O)(O)C1=CC=C(C=C1)N1C(=CC=2CCCCC12)C1=CC=CC=C1 (1-(4-Carboxyphenyl)-2-phenyl-4,5,6,7-tetrahydroindole). RXN SMILES: [CH2:1]([CH:10]1[CH2:15][CH2:14][CH2:13][CH2:12][C:11]1=O)[C:2]([C:4]1[CH:9]=[CH:8][CH:7]=[CH:6][CH:5]=1)=O.[NH2:17][C:18]1[CH:26]=[CH:25][C:21]([C:22]([OH:24])=[O:23])=[CH:20][CH:19]=1>C(O)(=O)C>[C:22]([C:21]1[CH:25]=[CH:26][C:18]([N:17]2[C:11]3[CH2:12][CH2:13][CH2:14][CH2:15][C:10]=3[CH:1]=[C:2]2[C:4]2[CH:5]=[CH:6][CH:7]=[CH:8][CH:9]=2)=[CH:19][CH:20]=1)([OH:24])=[O:23]. Reported procedure: A solution of 10.8 g. (0.05 mole) of 2-phenacylcyclohexanone, 6.85 g. (0.05 mole) of p-aminobenzoic acid and 30 ml. of glacial acetic acid was heated under reflux for 5 hours and cooled. The solid which separated was collected and recrystallized from ethanol to provide 5.85 g. (37%) of pale yellow crystals, m.p. 244°-246°.